From a dataset of the Open Reaction Database (ORD), a public repository of structured organic reaction records. describe an organic reaction: reactants, conditions, products, and yield Reactants: C1(=CC=CC=C1)[C@@H]1[C@H](NC(O1)=O)C1=CC(=NC=C1)C#CC1=NC=CC=C1 ((4R,5R)-5-phenyl-4-(2-(pyridin-2-ylethynyl)pyridin-4-yl)oxazolidin-2-one), BrC=1C=C(C=NC1)[C@H]1NC(O[C@@H]1C1=CC(=CC=C1)F)=O ((4R,5R)-4-(5-bromopyridin-3-yl)-5-(3-fluorophenyl)oxazolidin-2-one), C[Si](C)(C)C#CC1=NC=CC=C1 (2-((trimethylsilyl)ethynyl)pyridine). Product: FC=1C=C(C=CC1)[C@@H]1[C@H](NC(O1)=O)C=1C=NC=C(C1)C#CC1=NC=CC=C1 ((4R,5R)-5-(3-Fluorophenyl)-4-(5-(pyridin-2-ylethynyl)pyridin-3-yl)oxazolidin-2-one). RXN SMILES: C1([C@H]2OC(=O)N[C@@H]2[C:13]2[CH:18]=[CH:17][N:16]=[C:15]([C:19]#[C:20]C3C=CC=CN=3)[CH:14]=2)C=CC=CC=1.Br[C:28]1[CH:29]=[C:30]([C@@H:34]2[C@@H:38]([C:39]3[CH:44]=[CH:43][CH:42]=[C:41]([F:45])[CH:40]=3)[O:37][C:36](=[O:46])[NH:35]2)[CH:31]=[N:32][CH:33]=1.C[Si](C#CC1C=CC=CN=1)(C)C>>[F:45][C:41]1[CH:40]=[C:39]([C@H:38]2[O:37][C:36](=[O:46])[NH:35][C@@H:34]2[C:30]2[CH:31]=[N:32][CH:33]=[C:28]([C:20]#[C:19][C:15]3[CH:14]=[CH:13][CH:18]=[CH:17][N:16]=3)[CH:29]=2)[CH:44]=[CH:43][CH:42]=1. Procedure details: Prepared according to the same procedure as (4R,5R)-5-phenyl-4-(2-(pyridin-2-ylethynyl)pyridin-4-yl)oxazolidin-2-one, starting with (4R,5R)-4-(5-bromopyridin-3-yl)-5-(3-fluorophenyl)oxazolidin-2-one and 2-((trimethylsilyl)ethynyl)pyridine. 1H-NMR (CDCl3, 500 MHz) δ 8.80 (bs, 1H), 8.66 (d, J=3.7, 1H), 8.49 (bs, 1H), 7.94 (s, 1H), 7.75 (ddd, J=7.9, 7.6, 1.5, 1H), 7.58 (d, J=7.6, 1H), 7.41 (ddd, J=7.9, 7.9, 5.8, 1H), 7.33 (dd, J=7.3, 5.2, 1H), 7.09 (m, 3H), 6.97 (bs, 1H), 5.29 (d, J=7.6, 1H), 4.84 ... Starting materials: N#CNc1cccc(SCc2ccccc2)c1, CI, CC#N, CCN(C(C)C)C(C)C. Yields the product CN(C#N)c1cccc(SCc2ccccc2)c1. As a reaction SMILES: [CH2:1]([c:2]1[cH:3][cH:4][cH:5][cH:6][cH:7]1)[S:8][c:9]1[cH:10][c:11]([NH:15][C:16]#[N:17])[cH:12][cH:13][cH:14]1.[CH3:27][I:28].[CH3:29][C:30]#[N:31].[CH:18]([N:19]([CH:20]([CH3:21])[CH3:22])[CH2:23][CH3:24])([CH3:25])[CH3:26]>>[CH2:1]([c:2]1[cH:3][cH:4][cH:5][cH:6][cH:7]1)[S:8][c:9]1[cH:10][c:11]([N:15]([C:16]#[N:17])[CH3:18])[cH:12][cH:13][cH:14]1. Reactants: COc1cc(COc2nn(Cc3ccccc3)cc2CO)ccc1OCc1nc(-c2ccccc2)oc1C, C1CCOC1. Product: COc1cc(COc2nn(Cc3ccccc3)cc2C=O)ccc1OCc1nc(-c2ccccc2)oc1C. As a reaction SMILES: [CH2:1]([c:2]1[cH:3][cH:4][cH:5][cH:6][cH:7]1)[n:8]1[n:9][c:10]([O:15][CH2:16][c:17]2[cH:18][c:19]([O:37][CH3:38])[c:20]([O:23][CH2:24][c:25]3[n:26][c:27](-[c:31]4[cH:32][cH:33][cH:34][cH:35][cH:36]4)[o:28][c:29]3[CH3:30])[cH:21][cH:22]2)[c:11]([CH2:13][OH:14])[cH:12]1.[O:39]1[CH2:40][CH2:41][CH2:42][CH2:43]1>>[CH2:1]([c:2]1[cH:3][cH:4][cH:5][cH:6][cH:7]1)[n:8]1[n:9][c:10]([O:15][CH2:16][c:17]2[cH:18][c:19]([O:37][CH3:38])[c:20]([O:23][CH2:24][c:25]3[n:26][c:27](-[c:31]4[cH:32][cH:33][cH:34][cH:35][cH:36]4)[o:28][c:29]3[CH3:30])[cH:21][cH:22]2)[c:11]([CH:13]=[O:14])[cH:12]1. The reactants are C/C(=N\[Si](C)(C)C)/O[Si](C)(C)C (N,O-bis(trimethylsilyl)acetamide), C(C)(=O)OC1OCCCC1 (tetrahydropyranyl acetate), FC(S(=O)(=O)O[Si](C)(C)C)(F)F (trimethylsilyl trifluoromethanesulfonate), FC=1NC(=C2N=CN=C2N1)N (2-fluoro-1H-purin-6-amine). The solvent is C(C)#N (acetonitrile), C(C)#N (acetonitrile). Reaction conditions: temperature 0 celsius. Yields the product FC1=NC(=C2N=CN(C2=N1)C1OCCCC1)N (2-Fluoro-9-(tetrahydro-2H-pyran-2-yl)-9H-purin-6-amine). RXN SMILES: C/C(/O[Si](C)(C)C)=N\[Si](C)(C)C.[F:13][C:14]1[NH:15][C:16]([NH2:23])=[C:17]2[C:21]([N:22]=1)=[N:20][CH:19]=[N:18]2.C(O[CH:28]1[CH2:33][CH2:32][CH2:31][CH2:30][O:29]1)(=O)C.FC(F)(F)S(O[Si](C)(C)C)(=O)=O>C(#N)C>[F:13][C:14]1[N:22]=[C:21]2[C:17]([N:18]=[CH:19][N:20]2[CH:28]2[CH2:33][CH2:32][CH2:31][CH2:30][O:29]2)=[C:16]([NH2:23])[N:15]=1. Procedure details: N,O-bis(trimethylsilyl)acetamide (975 mL, 3.988 mol) was added to a stirred suspension of 2-fluoro-1H-purin-6-amine (200 g, 1.306 mmol) (available from, for example, AlliedSignal, US) in anhydrous acetonitrile (4 L) in a 10 L controlled lab reactor and the resulting mixture heated to reflux and maintained at that temperature for 2 hours. The circulator was then re-programmed and the reaction mixture cooled to 0° C. A solution of tetrahydropyranyl acetate (preparation described in Tetrahedron Let... Reactants: O=C1CCC(=O)N1Br, CC1=C(C#N)C(c2ccccc2Cl)c2cn(C(=O)OC(C)(C)C)nc2N1, CC(C)(C#N)N=NC(C)(C)C#N, c1ccccc1. Product: CC(C)(C)OC(=O)n1cc2c(n1)NC(CBr)=C(C#N)C2c1ccccc1Cl. Reaction SMILES: [Br:27][N:28]1[C:29](=[O:30])[CH2:31][CH2:32][C:33]1=[O:34].[C:1]([CH3:2])([CH3:3])([CH3:4])[O:5][C:6](=[O:7])[n:8]1[n:9][c:10]2[c:15]([cH:16]1)[CH:14]([c:17]1[c:18]([Cl:23])[cH:19][cH:20][cH:21][cH:22]1)[C:13]([C:24]#[N:25])=[C:12]([CH3:26])[NH:11]2.[N:35]#[C:36][C:37]([N:38]=[N:39][C:40]([C:41]#[N:42])([CH3:43])[CH3:44])([CH3:45])[CH3:46].[cH:47]1[cH:48][cH:49][cH:50][cH:51][cH:52]1>>[C:1]([CH3:2])([CH3:3])([CH3:4])[O:5][C:6](=[O:7])[n:8]1[n:9][c:10]2[c:15]([cH:16]1)[CH:14]([c:17]1[c:18]([Cl:23])[cH:19][cH:20][cH:21][cH:22]1)[C:13]([C:24]#[N:25])=[C:12]([CH2:26][Br:27])[NH:11]2. Starting materials: COC(=O)Cl (Methylchloroformate), O (Water), NCC(\C=C\C)O ((E)-1-Amino-3-penten-2-ol), C(C)(C)N(CC)C(C)C (diisopropylethylamine). Solvent: ClCCl (dichloromethane). Conditions: temperature 0 celsius, time 2 hour. Yields the product crude product, COC(NCC(\C=C\C)O)=O (((E)-2-hydroxy-pent-3-enyl)carbamic acid methyl ester). Isolated yield 102.3%. As a reaction SMILES: [NH2:1][CH2:2][CH:3]([OH:7])/[CH:4]=[CH:5]/[CH3:6].C(N(C(C)C)CC)(C)C.[CH3:17][O:18][C:19](Cl)=[O:20].O>ClCCl>[CH3:17][O:18][C:19](=[O:20])[NH:1][CH2:2][CH:3]([OH:7])/[CH:4]=[CH:5]/[CH3:6]. Reported procedure: (E)-1-Amino-3-penten-2-ol (1.3 g, 12.9 mmol) (Overman, L. E. in J. Am. Chem. Soc. 55, 22, 1983, 6622-6629) and diisopropylethylamine (2.7 mL, 15.4 mmol) were dissolved in dichloromethane (20 mL). Methylchloroformate (1 mL, 12.9 mmol) was added slowly and the mixture was stirred a 0° C. for 2 h. Water (25 mL) was added and the phases separated. Extraction with dichloromethane (3×25 mL), drying, filtration and evaporation gave the crude product ((E)-2-hydroxy-pent-3-enyl)carbamic acid methyl ester...